Dataset: the Open Reaction Database (ORD), a public repository of structured organic reaction records. Task: describe an organic reaction: reactants, conditions, products, and yield Reactants: N([C@H](CC(C)C)C(=O)N)C(=O)OCC1C2=CC=CC=C2C2=CC=CC=C12 (FMOC-D-Leu-NH2). Solvent: N1CCCCC1.CN(C)C=O (piperidine DMF). Product: N[C@H](CC(C)C)C(=O)N (D-Leu-NH2). RXN SMILES: [NH:1](C(OCC1C2C(=CC=CC=2)C2C1=CC=CC=2)=O)[C@@H:2]([C:7]([NH2:9])=[O:8])[CH2:3][CH:4]([CH3:6])[CH3:5]>N1CCCCC1.CN(C=O)C>[NH2:1][C@@H:2]([C:7]([NH2:9])=[O:8])[CH2:3][CH:4]([CH3:6])[CH3:5] |f:1.2|. Procedure details: Polymer-bound D-Leu-NH2: FMOC-protected Rink amide resin (30 g, 0.61 mmol/g, 18 mmol) was treated with piperidine/DMF solution (250 mL). The mixture was shaken at rt for 24 h, drained, washed with DMF (5×200 mL), CH2Cl2 (5×200 mL) and dried under vacuum. The resin was then treated with FMOC-D-Leu-OH (22 g, 62 mmol), 1-hydroxybenzotriazole hydrate (2.5 g, 18 mmol), 1,3-diisopropylcarbodiimide (9.8 mL, 62 mmol), and DMF (250 mL). The mixture was shaken for 20 h, drained, washed with DMF (4×200 mL)... The reactants are C1N2CN3CN1CN(C2)C3 (hexamethylenetetramine), solution, ClCC(=O)NC1=C(C(=O)C2=CC=CC=C2)C=C(C=C1)[N+](=O)[O-] (2-chloroacetamido-5-nitro benzophenone). The solvent is C(C)O (ethanol). Run at time 1 hour. Yields the product [N+](=O)([O-])C=1C=CC2=C(C(=NCC(N2)=O)C2=CC=CC=C2)C1 (1,3-dihydro-7-nitro-5-phenyl-2H-1,4-benzodiazepin-2-one). As a reaction SMILES: C1N2CN3CN(C2)C[N:2]1C3.Cl[CH2:12][C:13]([NH:15][C:16]1[CH:29]=[CH:28][C:27]([N+:30]([O-:32])=[O:31])=[CH:26][C:17]=1[C:18]([C:20]1[CH:25]=[CH:24][CH:23]=[CH:22][CH:21]=1)=O)=[O:14]>C(O)C>[N+:30]([C:27]1[CH:28]=[CH:29][C:16]2[NH:15][C:13](=[O:14])[CH2:12][N:2]=[C:18]([C:20]3[CH:25]=[CH:24][CH:23]=[CH:22][CH:21]=3)[C:17]=2[CH:26]=1)([O-:32])=[O:31]. Procedure details: To a 2-liter, 4-necked flask equipped with a stirrer, a reflux condenser and an ammonia tube, there was added 600 ml. of ethanol and 37.9 g. of hexamethylenetetramine with stirring. Ammonia was bubbled through the resultant reaction medium with stirring until reflux temperature was reached. Then there was carefully added to the refluxing solution 40.0 g. of 2-chloroacetamido-5-nitro benzophenone. Ammonia is steadily bubbled into the reaction mixture while continuing to reflux for three hours. Th... Starting materials: C1CNCCN1, CC(C)(C)[O-], Cc1ccccc1, CSCc1cccc(I)c1, [Na+]. Product: CSCc1cccc(N2CCNCC2)c1. RXN SMILES: [CH2:17]1[CH2:18][NH:19][CH2:20][CH2:21][NH:22]1.[CH3:11][C:12]([CH3:13])([O-:14])[CH3:15].[CH3:23][c:24]1[cH:25][cH:26][cH:27][cH:28][cH:29]1.[I:1][c:2]1[cH:3][c:4]([CH2:8][S:9][CH3:10])[cH:5][cH:6][cH:7]1.[Na+:16]>>[c:2]1([N:19]2[CH2:18][CH2:17][NH:22][CH2:21][CH2:20]2)[cH:3][c:4]([CH2:8][S:9][CH3:10])[cH:5][cH:6][cH:7]1.